Dataset: the Open Reaction Database (ORD), a public repository of structured organic reaction records. Task: describe an organic reaction: reactants, conditions, products, and yield Starting materials: c1ccc(CC2CCNC2)cc1, Cc1ccc(-c2oncc2C(=O)O)cc1. Yields the product Cc1ccc(-c2oncc2C(=O)N2CCC(Cc3ccccc3)C2)cc1. RXN SMILES: [CH2:16]([c:17]1[cH:18][cH:19][cH:20][cH:21][cH:22]1)[CH:23]1[CH2:24][NH:25][CH2:26][CH2:27]1.[CH3:1][c:2]1[cH:3][cH:4][c:5](-[c:8]2[c:9]([C:13](=[O:14])[OH:15])[cH:10][n:11][o:12]2)[cH:6][cH:7]1>>[CH3:1][c:2]1[cH:3][cH:4][c:5](-[c:8]2[c:9]([C:13](=[O:15])[N:25]3[CH2:24][CH:23]([CH2:16][c:17]4[cH:18][cH:19][cH:20][cH:21][cH:22]4)[CH2:27][CH2:26]3)[cH:10][n:11][o:12]2)[cH:6][cH:7]1. Yields the product Cc1c(C#N)cc(C(C)(C)C)c(O)c1C(=O)Nc1ccc(S(=O)c2ccc(Br)cc2)cc1C(F)(F)F. RXN SMILES: [CH3:39][C:40](=[O:41])[OH:42].[F:3][C:4]([c:5]1[c:6]([NH:7][C:8]([c:9]2[c:10]([OH:11])[c:12]([C:19]([CH3:20])([CH3:21])[CH3:22])[cH:13][c:14]([C:17]#[N:18])[c:15]2[CH3:16])=[O:23])[cH:24][cH:25][c:26]([S:28][c:29]2[cH:30][cH:31][c:32]([Br:35])[cH:33][cH:34]2)[cH:27]1)([F:36])[F:37].[OH2:38].[OH:1][OH:2]>>[O:1]=[S:28]([c:26]1[cH:25][cH:24][c:6]([NH:7][C:8]([c:9]2[c:10]([OH:11])[c:12]([C:19]([CH3:20])([CH3:21])[CH3:22])[cH:13][c:14]([C:17]#[N:18])[c:15]2[CH3:16])=[O:23])[c:5]([C:4]([F:3])([F:36])[F:37])[cH:27]1)[c:29]1[cH:30][cH:31][c:32]([Br:35])[cH:33][cH:34]1. The reactants are CC(=O)O, Cc1c(C#N)cc(C(C)(C)C)c(O)c1C(=O)Nc1ccc(Sc2ccc(Br)cc2)cc1C(F)(F)F, O, OO. Reaction SMILES: Br[C:2]1[N:7]=[C:6]([C:8]2[CH:13]=[CH:12][C:11]([C:14]3[O:15][C:16]4[CH:22]=[CH:21][CH:20]=[CH:19][C:17]=4[N:18]=3)=[CH:10][C:9]=2[O:23][CH3:24])[CH:5]=[CH:4][CH:3]=1.COC1C=C(C2OC3C=CC=CC=3N=2)C=CC=1B1OC(C)(C)C(C)(C)O1.FC(F)(F)S(OC1C=CC([Cl:63])=CC=1)(=O)=O>>[Cl:63][C:3]1[CH:4]=[CH:5][C:6]([C:8]2[CH:13]=[CH:12][C:11]([C:14]3[O:15][C:16]4[CH:22]=[CH:21][CH:20]=[CH:19][C:17]=4[N:18]=3)=[CH:10][C:9]=2[O:23][CH3:24])=[N:7][CH:2]=1. Product: ClC=1C=CC(=NC1)C1=C(C=C(C=C1)C=1OC2=C(N1)C=CC=C2)OC (2-[4-(5-chloropyridin-2-yl)-3-methoxyphenyl]-1,3-benzoxazole). Reactants: BrC1=CC=CC(=N1)C1=C(C=C(C=C1)C=1OC2=C(N1)C=CC=C2)OC (2-[4-(6-bromopyridin-2-yl)-3-methoxyphenyl]-1,3-benzoxazole), COC=1C=C(C=CC1B1OC(C(O1)(C)C)(C)C)C=1OC2=C(N1)C=CC=C2 (2-[3-methoxy-4-(4,4,5,5-tetramethyl-1,3,2-dioxaborolan-2-yl)phenyl]-1,3-benzoxazole), FC(S(=O)(=O)OC1=CC=C(C=C1)Cl)(F)F (4-chlorophenyl trifluoromethanesulfonate). Procedure details: Utilizing the general procedure outlined in the synthesis of 2-[4-(6-bromopyridin-2-yl)-3-methoxyphenyl]-1,3-benzoxazole, 2-[3-methoxy-4-(4,4,5,5-tetramethyl-1,3,2-dioxaborolan-2-yl)phenyl]-1,3-benzoxazole (100 mg, 0.28 mmol) was reacted with 4-chlorophenyl trifluoromethanesulfonate (74 mg, 0.28 mmol) to afford the desired 2-[4-(5-chloropyridin-2-yl)-3-methoxyphenyl]-1,3-benzoxazole as a colorless solid: 1H NMR (CDCl3, 300 MHz) δ 8.69–8.68 (d, 1H), 7.98 (s, 2H), 7.94–7.90 (m, 2H), 7.86–7.78 (m, ... Starting materials: ClC1=C(C=CC(=C1)C(F)(F)F)N1C2=C(OCC1)C=C(C=C2)S(=O)(=O)N(C=2SC=CN2)CC2=CC=C(C=C2)OC (4-(2-chloro-4-(trifluoromethyl)phenyl)-N-(4-methoxybenzyl)-N-(thiazol-2-yl)-3,4-dihydro-2H-benzo[b][1,4]oxazine-7-sulfonamide), ClC1=C(C=CC(=C1)C(F)(F)F)N1C2=C(OCC1)C=C(C=C2)S(=O)(=O)N(C=2SC=CN2)CC2=CC=C(C=C2)OC (4-(2-chloro-4-(trifluoromethyl)phenyl)-N-(4-methoxybenzyl)-N-(thiazol-2-yl)-3,4-dihydro-2H-benzo[b][1,4]oxazine-7-sulfonamide), CN1N=CC=C1B1OC(C)(C)C(C)(C)O1 (1-methyl-1H-pyrazole-5-boronic acid pinacol ester), glass, P(=O)([O-])([O-])[O-].[K+].[K+].[K+] (potassium phosphate). The reagents and catalysts are C(C)(C)(C)C=1C(=C(C=CC1NC)[Pd]Cl)C(C)(C)C ((di-t-butyl-p-methylaminophenyl]palladium(II) chloride). Conditions: temperature 112 celsius. The product is COC1=CC=C(CN(S(=O)(=O)C=2C=CC3=C(OCCN3C3=C(C=C(C=C3)C(F)(F)F)C3=CC=NN3C)C2)C=2SC=CN2)C=C1 (N-(4-methoxybenzyl)-4-(2-(1-methyl-1H-pyrazol-5-yl)-4-(trifluoromethyl)phenyl)-N-(thiazol-2-yl)-3,4-dihydro-2H-benzo[b][1,4]oxazine-7-sulfonamide). Reaction SMILES: Cl[C:2]1[CH:7]=[C:6]([C:8]([F:11])([F:10])[F:9])[CH:5]=[CH:4][C:3]=1[N:12]1[CH2:17][CH2:16][O:15][C:14]2[CH:18]=[C:19]([S:22]([N:25]([CH2:31][C:32]3[CH:37]=[CH:36][C:35]([O:38][CH3:39])=[CH:34][CH:33]=3)[C:26]3[S:27][CH:28]=[CH:29][N:30]=3)(=[O:24])=[O:23])[CH:20]=[CH:21][C:13]1=2.[CH3:40][N:41]1[C:45](B2OC(C)(C)C(C)(C)O2)=[CH:44][CH:43]=[N:42]1.P([O-])([O-])([O-])=O.[K+].[K+].[K+]>C(C1C(C(C)(C)C)=C([Pd]Cl)C=CC=1NC)(C)(C)C>[CH3:39][O:38][C:35]1[CH:34]=[CH:33][C:32]([CH2:31][N:25]([C:26]2[S:27][CH:28]=[CH:29][N:30]=2)[S:22]([C:19]2[CH:20]=[CH:21][C:13]3[N:12]([C:3]4[CH:4]=[CH:5][C:6]([C:8]([F:9])([F:11])[F:10])=[CH:7][C:2]=4[C:45]4[N:41]([CH3:40])[N:42]=[CH:43][CH:44]=4)[CH2:17][CH2:16][O:15][C:14]=3[CH:18]=2)(=[O:24])=[O:23])=[CH:37][CH:36]=1 |f:2.3.4.5|. Procedure details: A 5-mL glass microwave reaction vessel was charged with 4-(2-chloro-4-(trifluoromethyl)phenyl)-N-(4-methoxybenzyl)-N-(thiazol-2-yl)-3,4-dihydro-2H-benzo[b][1,4]oxazine-7-sulfonamide (INTERMEDIATE X, 0.150 g, 0.252 mmol), 1-methyl-1H-pyrazole-5-boronic acid pinacol ester (0.131 g, 0.629 mmol), 1,1-bis[(di-t-butyl-p-methylaminophenyl]palladium(II) chloride (0.027 g, 0.038 mmol), and potassium phosphate (0.083 mL, 1.007 mmol). The vial was sealed and flushed with N2 and dioxane (1 mL) and water (0.... The reactants are CC(C)([O-])C.[Na+] (sodium t-butoxide), IC=1C=C(C=CC1)Br (3-iodo-bromobenzene), C1=CC=CC=2C3=CC=CC=C3NC12 (carbazole). Reagents/catalysts: C=1C=CC(=CC1)/C=C/C(=O)/C=C/C2=CC=CC=C2.C=1C=CC(=CC1)/C=C/C(=O)/C=C/C2=CC=CC=C2.C=1C=CC(=CC1)/C=C/C(=O)/C=C/C2=CC=CC=C2.[Pd].[Pd] (Pd2DBA3), C1=CC=C(C=C1)P([C-]2C=CC=C2)C3=CC=CC=C3.C1=CC=C(C=C1)P([C-]2C=CC=C2)C3=CC=CC=C3.[Fe+2] (DPPF). Solvent: xylenes. Run at time 15 minute. Product: C1=CC=CC=2C3=CC=CC=C3N(C12)C=1C=C(C=CC1)Br (3-(9-carbazolyl)-phenyl bromide). Reaction SMILES: CC(C)([O-])C.[Na+].I[C:8]1[CH:9]=[C:10]([Br:14])[CH:11]=[CH:12][CH:13]=1.[CH:15]1[C:27]2[NH:26][C:25]3[C:20](=[CH:21][CH:22]=[CH:23][CH:24]=3)[C:19]=2[CH:18]=[CH:17][CH:16]=1>C1C=CC(/C=C/C(/C=C/C2C=CC=CC=2)=O)=CC=1.C1C=CC(/C=C/C(/C=C/C2C=CC=CC=2)=O)=CC=1.C1C=CC(/C=C/C(/C=C/C2C=CC=CC=2)=O)=CC=1.[Pd].[Pd].C1C=CC(P(C2C=CC=CC=2)[C-]2C=CC=C2)=CC=1.C1C=CC(P(C2C=CC=CC=2)[C-]2C=CC=C2)=CC=1.[Fe+2]>[CH:24]1[C:25]2[N:26]([C:8]3[CH:9]=[C:10]([Br:14])[CH:11]=[CH:12][CH:13]=3)[C:27]3[C:19](=[CH:18][CH:17]=[CH:16][CH:15]=3)[C:20]=2[CH:21]=[CH:22][CH:23]=1 |f:0.1,4.5.6.7.8,9.10.11|. Reported procedure: Mix together 0.4 g Pd2DBA3 (DBA dibenzylideneacetone) and 0.4 g DPPF (DPPF 1,1′-bis(diphenylphosphino)ferrocene) and 4.3 g sodium t-butoxide and dissolve into 200 mL xylenes in glove box. Stir 15 mins then add 25 g of 3-iodo-bromobenzene. Stir 15 mins then add 5 g carbazole and the mix was brought to reflux. Reflux overnight using an air condensor in glove box. The solution immediately is dark purple/brown but on reaching ˜80 C. it is dark reddish brown and cloudy. After heating close to reflux ...